From a dataset of the Open Reaction Database (ORD), a public repository of structured organic reaction records. describe an organic reaction: reactants, conditions, products, and yield The reactants are BrC1=CC(=C(C=C1)I)F (4-Bromo-2-fluoro-1-iodobenzene), Cl (hydrochloric acid), ice, C(CC)C1=CC=C(C=C1)C#C (4-propylphenylacetylene). Reagents/catalysts: Cl[Pd]([P](C1=CC=CC=C1)(C2=CC=CC=C2)C3=CC=CC=C3)([P](C4=CC=CC=C4)(C5=CC=CC=C5)C6=CC=CC=C6)Cl (bis(triphenylphosphine)palladium(II) chloride), [Cu]I (copper(I) iodide). Solvent: C(C)NCC (diethylamine). Run at temperature 5 celsius. The product is BrC1=CC(=C(C=C1)C#CC1=CC=C(C=C1)CCC)F (4-bromo-2-fluoro-4'-propyltolane). Yield: 66.1%. RXN SMILES: [Br:1][C:2]1[CH:7]=[CH:6][C:5](I)=[C:4]([F:9])[CH:3]=1.[CH2:10]([C:13]1[CH:18]=[CH:17][C:16]([C:19]#[CH:20])=[CH:15][CH:14]=1)[CH2:11][CH3:12].Cl>C(NCC)C.Cl[Pd](Cl)([P](C1C=CC=CC=1)(C1C=CC=CC=1)C1C=CC=CC=1)[P](C1C=CC=CC=1)(C1C=CC=CC=1)C1C=CC=CC=1.[Cu]I>[Br:1][C:2]1[CH:7]=[CH:6][C:5]([C:20]#[C:19][C:16]2[CH:17]=[CH:18][C:13]([CH2:10][CH2:11][CH3:12])=[CH:14][CH:15]=2)=[C:4]([F:9])[CH:3]=1 |^1:29,48|. Procedure: 4-Bromo-2-fluoro-1-iodobenzene (33 g) was dissolved in diethylamine (37 ml) under nitrogen atmosphere, and then bis(triphenylphosphine)palladium(II) chloride (0.1 g) and copper(I) iodide (0.1 g) were added thereto, followed by stirring. The flask was cooled to 5° C. or lower, and then 4-propylphenylacetylene (16 g) was added dropwise thereto. After stirring at room temperature for 5 hours, the reaction solution was poured into a mixture of concentrated hydrochloric acid (23 ml) and ice (150 g). ... Starting materials: S1C=CC2=NC=CC(=C21)OC2=CC=C(C=C2)N (4-(Thieno[3,2-b]pyridin-7-yloxy)benzenamine), FC=1C=C(C=CC1OC1=C2C(=NC=C1)C=C(S2)C2=CC=C(C=C2)S(=O)(=O)C)NC(=S)NC(CC2=CC=CC=C2)=O (N-(3-Fluoro-4-(2-(4-(methylsulfonyl)phenyl)thieno[3,2-b]pyridin-7-yloxy)phenylcarbamothioyl)-2-phenylacetamide). The product is C1(=CC=CC=C1)CC(=O)NC(NC1=CC=C(C=C1)OC1=C2C(=NC=C1)C=CS2)=S (2-Phenyl-N-(4-(thieno[3,2-b]pyridin-7-yloxy)phenylcarbamothioyl)acetamide). Isolated yield 34.0%. Reaction SMILES: S1C2C(=NC=CC=2OC2C=CC(N)=CC=2)C=C1.F[C:19]1[CH:20]=[C:21]([NH:45][C:46]([NH:48][C:49](=[O:57])[CH2:50][C:51]2[CH:56]=[CH:55][CH:54]=[CH:53][CH:52]=2)=[S:47])[CH:22]=[CH:23][C:24]=1[O:25][C:26]1[CH:31]=[CH:30][N:29]=[C:28]2[CH:32]=[C:33](C3C=CC(S(C)(=O)=O)=CC=3)[S:34][C:27]=12>>[C:51]1([CH2:50][C:49]([NH:48][C:46](=[S:47])[NH:45][C:21]2[CH:20]=[CH:19][C:24]([O:25][C:26]3[CH:31]=[CH:30][N:29]=[C:28]4[CH:32]=[CH:33][S:34][C:27]=34)=[CH:23][CH:22]=2)=[O:57])[CH:56]=[CH:55][CH:54]=[CH:53][CH:52]=1. Procedure details: Staring from the amine 213, following the procedure described above for the synthesis of compound 50 (scheme 10, example 55), title compound 170c was obtained in 34% yield. 1H NMR (400 MHz,DMSO-d6) δ ppm 12.35 (1H, s), 11.69 (1H, s), 8.47 (1H, d, J=5.28 Hz), 8.10 (1H, d, J=5.28 Hz), 7.70 (1H, s), 7.68 (1H, s), 7.54 (1H, d, J=5.28 Hz), 7.30-7.22 (7H, m), 6.61 (1H, d, J=5.28 Hz), 3.78 (2H, s). MS (m/z) 420.0 (M+H). The reactants are [Br-], CCOC(=O)CC[Zn+], CN(C)C(=O)c1cc(I)ccc1[N+](=O)[O-], C1CCOC1, Cl[Pd]Cl, c1ccc(P(c2ccccc2)c2ccccc2)cc1, c1ccc(P(c2ccccc2)c2ccccc2)cc1. Product: CCOC(=O)CCc1ccc([N+](=O)[O-])c(C(=O)N(C)C)c1. As a reaction SMILES: [Br-:16].[CH2:17]([CH3:18])[O:19][C:20]([CH2:21][CH2:22][Zn+:23])=[O:24].[I:1][c:2]1[cH:3][cH:4][c:5]([N+:13](=[O:14])[O-:15])[c:6]([C:7](=[O:8])[N:9]([CH3:10])[CH3:11])[cH:12]1.[O:25]1[CH2:26][CH2:27][CH2:28][CH2:29]1.[Pd:30]([Cl:31])[Cl:32].[c:33]1([P:34]([c:35]2[cH:36][cH:37][cH:38][cH:39][cH:40]2)[c:41]2[cH:42][cH:43][cH:44][cH:45][cH:46]2)[cH:47][cH:48][cH:49][cH:50][cH:51]1.[c:52]1([P:53]([c:54]2[cH:55][cH:56][cH:57][cH:58][cH:59]2)[c:60]2[cH:61][cH:62][cH:63][cH:64][cH:65]2)[cH:66][cH:67][cH:68][cH:69][cH:70]1>>[c:2]1([CH2:22][CH2:21][C:20]([O:19][CH2:17][CH3:18])=[O:24])[cH:3][cH:4][c:5]([N+:13](=[O:14])[O-:15])[c:6]([C:7](=[O:8])[N:9]([CH3:10])[CH3:11])[cH:12]1. The reactants are C(C)OC(C=CNC1=CC=CC=C1)=O (3-phenylamino-acrylic acid ethyl ester), Cl.CC=1C(=NC=C(C(=O)Cl)C1)C (5,6-dimethyl-nicotinoyl chloride hydrochloride), resultant solution, [H-].[Na+] (sodium hydride), O (water). The solvent is O1CCCC1 (tetrahydrofuran). Reaction conditions: temperature -10 celsius, time 15 minute. The product is C(C)OC(C(=CNC1=CC=CC=C1)C(=O)C=1C=NC(=C(C1)C)C)=O (2-(5,6-Dimethyl-pyridine-3-carbonyl)-3-phenylamino-acrylic acid ethyl ester). Isolated yield 7.7%. As a reaction SMILES: Cl.[CH3:2][C:3]1[C:4]([CH3:12])=[N:5][CH:6]=[C:7]([CH:11]=1)[C:8](Cl)=[O:9].[H-].[Na+].[CH2:15]([O:17][C:18](=[O:28])[CH:19]=[CH:20][NH:21][C:22]1[CH:27]=[CH:26][CH:25]=[CH:24][CH:23]=1)[CH3:16].O>O1CCCC1>[CH2:15]([O:17][C:18](=[O:28])[C:19]([C:8]([C:7]1[CH:6]=[N:5][C:4]([CH3:12])=[C:3]([CH3:2])[CH:11]=1)=[O:9])=[CH:20][NH:21][C:22]1[CH:27]=[CH:26][CH:25]=[CH:24][CH:23]=1)[CH3:16] |f:0.1,2.3|. Procedure: 3.31 g (16.0 mmol) of 5,6-dimethyl-nicotinoyl chloride hydrochloride 6a (prepared as described by Paine, J. B.; J. Het. Chem. 1987, 351) was dissolved in 35 mL of dry tetrahydrofuran and cooled down to −10° C. under nitrogen atmosphere. To the resultant solution was added 1.60 g (40.0 mmol) of 60% sodium hydride and the mixture was stirred for 15 minutes, followed by the addition of 3.06 g (16.0 mmol) of 3-phenylamino-acrylic acid ethyl ester 5a. The mixture was stirred at −10° C. for 2 hours, f... Reaction conditions: time 12 hour. Run in C(C)(=O)OCC (ethyl acetate), Cl (HCl), O1CCOCC1 (dioxane), O (water). Isolated yield 81.5%. Reported procedure: The product of step C (900 mg, 2.00 mmol) was diluted with dioxane (10 mL) followed by the addition of LiOH—H2O (126 mg, 3.00 mmol) dissolved in water (2 mL). After stirring for 12 hours, the reaction mixture was diluted with ethyl acetate and 2N HCl. The layers were separated and the organic layer was dried over MgSO4, filtered and concentrated. The material was purified using a biotage 40M cartridge eluting with methylene chloride:MeOH (95:5) to yield 4-(4-(2-tert-butoxy-2-oxoethyl)-2-(methyls... Starting materials: C(C)(C)(C)OC(CC1=CC(=C(OC2=CC=C(C(=O)OC)C=C2)C=C1)CNS(=O)(=O)C)=O (methyl 4-(4-(2-tert-butoxy-2-oxoethyl)-2-(methylsulfonamidomethyl)phenoxy)benzoate), O[Li].O (LiOH—H2O). As a reaction SMILES: [C:1]([O:5][C:6](=[O:31])[CH2:7][C:8]1[CH:24]=[CH:23][C:11]([O:12][C:13]2[CH:22]=[CH:21][C:16]([C:17]([O:19]C)=[O:18])=[CH:15][CH:14]=2)=[C:10]([CH2:25][NH:26][S:27]([CH3:30])(=[O:29])=[O:28])[CH:9]=1)([CH3:4])([CH3:3])[CH3:2].O[Li].O>O1CCOCC1.O.C(OCC)(=O)C.Cl>[C:1]([O:5][C:6](=[O:31])[CH2:7][C:8]1[CH:24]=[CH:23][C:11]([O:12][C:13]2[CH:22]=[CH:21][C:16]([C:17]([OH:19])=[O:18])=[CH:15][CH:14]=2)=[C:10]([CH2:25][NH:26][S:27]([CH3:30])(=[O:29])=[O:28])[CH:9]=1)([CH3:3])([CH3:4])[CH3:2] |f:1.2|. Yields the product C(C)(C)(C)OC(CC1=CC(=C(OC2=CC=C(C(=O)O)C=C2)C=C1)CNS(=O)(=O)C)=O (4-(4-(2-tert-butoxy-2-oxoethyl)-2-(methylsulfonamido-methyl)phenoxy)benzoic acid). Starting materials: O=Cc1ccc(C(=O)O)cc1, O, CC(C)(NO)C(C)(C)NO, O=S(=O)(O)O. Product: CC1(C)N(O)C(c2ccc(C(=O)O)cc2)N(O)C1(C)C. Reaction SMILES: [CH:16](=[O:17])[c:18]1[cH:19][cH:20][c:21]([C:22](=[O:23])[OH:24])[cH:25][cH:26]1.[OH2:27].[OH:6][NH:7][C:8]([CH3:9])([C:10]([CH3:11])([CH3:12])[NH:13][OH:14])[CH3:15].[S:1]([OH:2])([OH:3])(=[O:4])=[O:5]>>[OH:6][N:7]1[C:8]([CH3:9])([CH3:15])[C:10]([CH3:11])([CH3:12])[N:13]([OH:14])[CH:16]1[c:18]1[cH:19][cH:20][c:21]([C:22](=[O:23])[OH:24])[cH:25][cH:26]1. The reactants are C(C=C)(=O)OC (methyl acrylate), ClC1=CC=C(C=C1)C=CC(C(CC1=CC=CC=C1)C1=CC=CC=C1)=O (1-(p-chlorophenyl)-4,5-diphenyl-1-penten-3-one). Run in C(OC)COC (glyme), CO (MeOH), C(OC)COC (glyme). Reaction conditions: time 96 hour. The product is C(C1=CC=CC=C1)C(CCC(=O)O)(C(C=CC1=CC=C(C=C1)Cl)=O)C1=CC=CC=C1 (4-Benzyl-4-phenyl-5-oxo-7-(p-chlorophenyl)-6-heptenoic Acid). Reaction SMILES: [Cl:1][C:2]1[CH:7]=[CH:6][C:5]([CH:8]=[CH:9][C:10](=[O:25])[CH:11]([C:19]2[CH:24]=[CH:23][CH:22]=[CH:21][CH:20]=2)[CH2:12][C:13]2[CH:18]=[CH:17][CH:16]=[CH:15][CH:14]=2)=[CH:4][CH:3]=1.[C:26]([O:30]C)(=[O:29])[CH:27]=[CH2:28]>CO.C(COC)OC>[CH2:12]([C:11]([C:19]1[CH:20]=[CH:21][CH:22]=[CH:23][CH:24]=1)([C:10](=[O:25])[CH:9]=[CH:8][C:5]1[CH:4]=[CH:3][C:2]([Cl:1])=[CH:7][CH:6]=1)[CH2:28][CH2:27][C:26]([OH:30])=[O:29])[C:13]1[CH:14]=[CH:15][CH:16]=[CH:17][CH:18]=1. Procedure: Triton B (2 ml., 40% in MeOH) is added to a stirred solution of 1-(p-chlorophenyl)-4,5-diphenyl-1-penten-3-one (17.33 g., 0.05 mole) in glyme (200 ml.) followed by addition of methyl acrylate (4.73 g., 0.055 mole) in glyme (50 ml.). The solution is stirred for 96 hours and the solvent is removed under reduces pressure. The residue is dissolved in methanol (500 ml.) and a 20% sodium hydroxide solution (25 ml.) is added. After an additional 24 hours, the methanol is evaporated in vacuo and the res...